describe an organic reaction: reactants, conditions, products, and yield From a dataset of the Open Reaction Database (ORD), a public repository of structured organic reaction records. Reactants: NC(=O)C12CC3CC(C1)C(Nc1c(C(=O)OCc4ccccc4)cnc4[nH]ccc14)C(C3)C2, C1COCCO1, CO, [H][H]. The product is NC(=O)C12CC3CC(C1)C(Nc1c(C(=O)O)cnc4[nH]ccc14)C(C3)C2. Reaction SMILES: [C:1]([NH2:2])(=[O:3])[C:4]12[CH2:5][CH:6]3[CH:7]([NH:14][c:15]4[c:16]5[c:17]([n:18][cH:19][c:20]4[C:21](=[O:22])[O:23][CH2:24][c:25]4[cH:26][cH:27][cH:28][cH:29][cH:30]4)[nH:31][cH:32][cH:33]5)[CH:8]([CH2:9][CH:10]([CH2:11]1)[CH2:12]3)[CH2:13]2.[CH2:38]1[O:39][CH2:40][CH2:41][O:42][CH2:43]1.[CH3:36][OH:37].[H:34][H:35]>>[C:1]([NH2:2])(=[O:3])[C:4]12[CH2:5][CH:6]3[CH:7]([NH:14][c:15]4[c:16]5[c:17]([n:18][cH:19][c:20]4[C:21](=[O:22])[OH:23])[nH:31][cH:32][cH:33]5)[CH:8]([CH2:9][CH:10]([CH2:11]1)[CH2:12]3)[CH2:13]2. Reactants: CCOC(=O)C1CC1c1ccc(C(C)(C)C)s1, CO, [Cl-], Cl, [K+], [Na+], [OH-], O. The product is CC(C)(C)c1ccc(C2CC2C(=O)O)s1. As a reaction SMILES: [C:1]([CH3:2])([CH3:3])([CH3:4])[c:5]1[cH:6][cH:7][c:8]([CH:10]2[CH:11]([C:13](=[O:14])[O:15][CH2:16][CH3:17])[CH2:12]2)[s:9]1.[CH3:23][OH:24].[Cl-:22].[ClH:20].[K+:19].[Na+:21].[OH-:18].[OH2:25]>>[C:1]([CH3:2])([CH3:3])([CH3:4])[c:5]1[cH:6][cH:7][c:8]([CH:10]2[CH:11]([C:13](=[O:14])[OH:15])[CH2:12]2)[s:9]1. The reactants are N1C=C(C2=CC=CC=C12)C[C@H](C=1OC(=CN1)C)N ((R)-2-(1H-indol-3-yl)-1-(5-methyloxazol-2-yl)ethylamine), CN(C1(CCC(CC1)=O)C1=CC=CC=C1)C (4-dimethylamino-4-phenylcyclohexanone), sodium triacetoxyboron hydride, C(C)(=O)O (acetic acid). Run in ClCCCl (1,2-dichloroethane), C(C)(=O)OCC (ethyl acetate). Reaction conditions: time 18 hour. Product: N1C=C(C2=CC=CC=C12)C[C@H](C=1OC(=CN1)C)NC1CCC(CC1)(N(C)C)C1=CC=CC=C1 ((R)—N4-(2-(1H-indol-3-yl)-1-(5-methyloxazol-2-yl)ethyl)-N1,N1-dimethyl-1-phenylcyclohexane-1,4-diamine). Reaction SMILES: [NH:1]1[C:9]2[C:4](=[CH:5][CH:6]=[CH:7][CH:8]=2)[C:3]([CH2:10][C@@H:11]([NH2:18])[C:12]2[O:13][C:14]([CH3:17])=[CH:15][N:16]=2)=[CH:2]1.[CH3:19][N:20]([CH3:34])[C:21]1([C:28]2[CH:33]=[CH:32][CH:31]=[CH:30][CH:29]=2)[CH2:26][CH2:25][C:24](=O)[CH2:23][CH2:22]1.C(O)(=O)C>ClCCCl.C(OCC)(=O)C>[NH:1]1[C:9]2[C:4](=[CH:5][CH:6]=[CH:7][CH:8]=2)[C:3]([CH2:10][C@@H:11]([NH:18][CH:24]2[CH2:23][CH2:22][C:21]([C:28]3[CH:29]=[CH:30][CH:31]=[CH:32][CH:33]=3)([N:20]([CH3:34])[CH3:19])[CH2:26][CH2:25]2)[C:12]2[O:13][C:14]([CH3:17])=[CH:15][N:16]=2)=[CH:2]1. Procedure details: A solution of (R)-2-(1H-indol-3-yl)-1-(5-methyloxazol-2-yl)ethylamine (240 mg, 1.0 mmol) and 4-dimethylamino-4-phenylcyclohexanone (218 mg, 1.0 mmol) in 1,2-dichloroethane (15 mL) was mixed with powdered sodium triacetoxyboron hydride (317 mg, 1.5 mmol) and acetic acid (120 mg, 2.0 mmol) and stirred for 18 h at room temperature. The mixture was then diluted with ethyl acetate (80 mL), washed with sodium hydrogencarbonate solution (20 mL) and dried with sodium sulphate. The solvent was removed in... Reactants: FC1=CC=C(C=C1)C1=CC=CC=C1 (4-fluorobiphenyl), C(=O)(OC)CCC(=O)Cl (3-carbomethoxypropionyl chloride), [Cl-].[Al+3].[Cl-].[Cl-] (aluminum chloride). Reaction SMILES: [Cl-].[Al+3].[Cl-].[Cl-].[F:5][C:6]1[CH:11]=[CH:10][C:9]([C:12]2[CH:17]=[CH:16][CH:15]=[CH:14][CH:13]=2)=[CH:8][CH:7]=1.[C:18]([CH2:22][CH2:23][C:24](Cl)=[O:25])([O:20][CH3:21])=[O:19]>ClCCl>[F:5][C:6]1[CH:7]=[CH:8][C:9]([C:12]2[CH:17]=[CH:16][C:15]([C:24](=[O:25])[CH2:23][CH2:22][C:18]([O:20][CH3:21])=[O:19])=[CH:14][CH:13]=2)=[CH:10][CH:11]=1 |f:0.1.2.3|. Solvent: ClCCl (dichloromethane), ClCCl (dichloromethane), ClCCl (dichloromethane). Procedure: To a stirred suspension of anhydrous aluminum chloride (9.64 g, 0.723 mol) in dichloromethane (90 mL) at 5° C. was added dropwise a solution of 4-fluorobiphenyl (4.97 g, 0.0289 mol) in dichloromethane (40 mL) followed by the dropwise addition of a solution of 3-carbomethoxypropionyl chloride (3.94 mL, 0.032 mol) in dichloromethane (30 mL), and the mixture stirred. After 2 hours at 5° C., the mixture was allowed to warm to room temperature. After 1 day, the reaction was cooled to 5° C. and quench... Reaction conditions: time 2 hour. Yields the product FC1=CC=C(C=C1)C1=CC=C(C=C1)C(CCC(=O)OC)=O (4-(4′-fluoro-biphenyl-4-yl)-4-oxo-butyric acid, methyl ester). Yield: 74.6%. Starting materials: BrC=1C=C2C=3N(C(C(NC3C1)=O)=O)C(CC2)CC(=O)O (9-bromo-5-carboxymethyl-6,7-dihydro-1H, 5H-pyrido[1,2,3-de]quinoxaline-2,3-dione), C1(=CC=CC2=CC=CC=C12)N (1-naphthylamine). Product: BrC=1C=C2C=3N(C(C(NC3C1)=O)=O)C(CC2)CC(NC2=CC=CC1=CC=CC=C21)=O (9-Bromo-5-(1-naphthylcarbamoylmethyl)-6,7-dihydro-1H, 5H-pyrido[1,2,3-de]quinoxaline-2,3-dione). Isolated yield 73.2%. As a reaction SMILES: [Br:1][C:2]1[CH:3]=[C:4]2[CH2:16][CH2:15][CH:14]([CH2:17][C:18]([OH:20])=O)[N:6]3[C:7](=[O:13])[C:8](=[O:12])[NH:9][C:10]([CH:11]=1)=[C:5]23.[C:21]1([NH2:31])[C:30]2[C:25](=[CH:26][CH:27]=[CH:28][CH:29]=2)[CH:24]=[CH:23][CH:22]=1>>[Br:1][C:2]1[CH:3]=[C:4]2[CH2:16][CH2:15][CH:14]([CH2:17][C:18](=[O:20])[NH:31][C:21]3[C:30]4[C:25](=[CH:26][CH:27]=[CH:28][CH:29]=4)[CH:24]=[CH:23][CH:22]=3)[N:6]3[C:7](=[O:13])[C:8](=[O:12])[NH:9][C:10]([CH:11]=1)=[C:5]23. Procedure: A procedure similar to that described in Example 52 was carried out with 9-bromo-5-carboxymethyl-6,7-dihydro-1H, 5H-pyrido[1,2,3-de]quinoxaline-2,3-dione (170 mg, 0.5 mmol) and 1-naphthylamine (150 mg, 1.05 mmol)to give 170 mg of the title compound (73%): mp 171°~172° C. (dec); 1H NMR (270 MHz, DMSO-d6) δ12.06 (bs, 1H), 10.02 (s, 1H), 8.01~8.05 (m, 1H), 7.92~7.97 (m, 1H), 7.78 (d, 1H, J=7.9 Hz), 7.70 (d, 1H, J=6.9 Hz), 7.52~7.61 (m, 2H), 7.49 (d, 1H, J=7.6 Hz), 7.28 (s, 1H), 7.20 (s, 1H), 5.26~5... The reactants are OC1=C(C2N(CC1)C(CO2)C2=CC=C(C=C2)I)C(=O)NCC(=O)OC (methyl N-{[7-hydroxy-3-(4-iodophenyl)-2,3,6,8a-tetrahydro-5H-[1,3]oxazolo[3,2-a]pyridin-8-yl]carbonyl}glycinate), FC1=CC=C(C=C1)B(O)O (4-fluorophenylboronic acid), CC1=C(C=CC=C1)P(C1=C(C=CC=C1)C)C1=C(C=CC=C1)C (tri(2-methylphenyl)phosphine), C([O-])([O-])=O.[K+].[K+] (potassium carbonate). Reagents/catalysts: C(C)(=O)[O-].[Pd+2].C(C)(=O)[O-] (palladium(II) acetate). Run in C1(=CC=CC=C1)C (toluene), CO (methanol). Reaction conditions: temperature 90 celsius, time 70 minute. Yields the product FC1=CC=C(C=C1)C1=CC=C(C=C1)C1COC2N1CCC(=C2C(=O)NCC(=O)OC)O (methyl N-{[3-(4′-fluoro-4-biphenylyl)-7-hydroxy-2,3,6,8a-tetrahydro-5H-[1,3]oxazolo[3,2-a]pyridin-8-yl]carbonyl}-glycinate). The yield is 107.5%. RXN SMILES: [OH:1][C:2]1[CH2:7][CH2:6][N:5]2[CH:8]([C:11]3[CH:16]=[CH:15][C:14](I)=[CH:13][CH:12]=3)[CH2:9][O:10][CH:4]2[C:3]=1[C:18]([NH:20][CH2:21][C:22]([O:24][CH3:25])=[O:23])=[O:19].[F:26][C:27]1[CH:32]=[CH:31][C:30](B(O)O)=[CH:29][CH:28]=1.CC1C=CC=CC=1P(C1C=CC=CC=1C)C1C=CC=CC=1C.C(=O)([O-])[O-].[K+].[K+]>C([O-])(=O)C.[Pd+2].C([O-])(=O)C.C1(C)C=CC=CC=1.CO>[F:26][C:27]1[CH:32]=[CH:31][C:30]([C:14]2[CH:15]=[CH:16][C:11]([CH:8]3[N:5]4[CH2:6][CH2:7][C:2]([OH:1])=[C:3]([C:18]([NH:20][CH2:21][C:22]([O:24][CH3:25])=[O:23])=[O:19])[CH:4]4[O:10][CH2:9]3)=[CH:12][CH:13]=2)=[CH:29][CH:28]=1 |f:3.4.5,6.7.8|. Procedure details: A mixture of the compound (100 mg) obtained in step (3) above, 4-fluorophenylboronic acid (66 mg), palladium(II) acetate (6.6 mg), tri(2-methylphenyl)phosphine (26 mg), potassium carbonate (186 mg), methanol (4.4 mL) and toluene (2.2 mL) was stirred in a sealed tube at 90° C. for 70 minutes. After being cooled to room temperature, the reaction mixture was concentrated under reduced pressure. The resulting residue was purified by silica gel column chromatography (n-hexane:ethyl acetate=99:1-0:100...